This data is from the Open Reaction Database (ORD), a public repository of structured organic reaction records. The task is: describe an organic reaction: reactants, conditions, products, and yield Reactants: ClC1=NC=C(C(=O)OC)C=C1 (methyl 6-chloronicotinate), [BH4-].[Na+] (sodium borohydride), C1CCOC1 (THF). Run in CO (MeOH). Reaction conditions: time 1 hour. The product is ClC1=CC=C(C=N1)CO (6-chloro-3-pyridylmethanol). The yield is 91.5%. Reaction SMILES: [Cl:1][C:2]1[CH:11]=[CH:10][C:5]([C:6](OC)=[O:7])=[CH:4][N:3]=1.[BH4-].[Na+].C1COCC1>CO>[Cl:1][C:2]1[N:3]=[CH:4][C:5]([CH2:6][OH:7])=[CH:10][CH:11]=1 |f:1.2|. Reported procedure: To a mixture of 3.0 g (0.0175 mole) of methyl 6-chloronicotinate, 2.0 g of sodium borohydride and 60 ml of THF on reflux, 8.0 ml of MeOH was added with stirring over a period of 1 hour. After completion of the dropwise addition, the mixture was further refluxed for 30 minutes and when cold, the solvent was distilled off. The residue was diluted with 30 ml of water, saturated with NaCl and extracted with CH2Cl2 (20 ml×3). The CH2Cl2 layer was dried over MgSO4 and the CH2Cl2 was distilled off to g... The reactants are CC(=O)c1ccc2c(c1)C13CCCCC1C(C2)N(C)CC3, O=C([O-])[O-], O=C(Cl)OCC(Cl)(Cl)Cl, [K+], [K+], c1ccccc1. Product: CC(=O)c1ccc2c(c1)C13CCCCC1C(C2)N(C(=O)OCC(Cl)(Cl)Cl)CC3. As a reaction SMILES: [C:1]([CH3:2])(=[O:3])[c:4]1[cH:5][cH:6][c:7]2[c:16]([cH:17]1)[C:15]13[CH:10]([CH:9]([CH2:8]2)[N:20]([CH3:21])[CH2:19][CH2:18]1)[CH2:11][CH2:12][CH2:13][CH2:14]3.[C:22](=[O:23])([O-:24])[O-:25].[Cl:28][C:29](=[O:30])[O:31][CH2:32][C:33]([Cl:34])([Cl:35])[Cl:36].[K+:26].[K+:27].[cH:37]1[cH:38][cH:39][cH:40][cH:41][cH:42]1>>[C:1]([CH3:2])(=[O:3])[c:4]1[cH:5][cH:6][c:7]2[c:16]([cH:17]1)[C:15]13[CH:10]([CH:9]([CH2:8]2)[N:20]([C:29](=[O:30])[O:31][CH2:32][C:33]([Cl:34])([Cl:35])[Cl:36])[CH2:19][CH2:18]1)[CH2:11][CH2:12][CH2:13][CH2:14]3. Starting materials: S(=O)(Cl)Cl (thionyl chloride), S(=O)(Cl)Cl (thionyl chloride), BrC1=CC=C2C(=C(C=NC2=C1)[N+](=O)[O-])NCCCCO (4-(7-bromo-3-nitroquinolin-4-ylamino)butan-1-ol), C([O-])(O)=O.[Na+] (sodium bicarbonate). The solvent is ClCCl (dichloromethane), ClCCl (dichloromethane). Run at temperature 0 celsius, time 5 minute. The product is BrC1=CC=C2C(=C(C=NC2=C1)[N+](=O)[O-])NCCCCCl ((7-bromo-3-nitroquinolin-4-yl)-(4-chlorobutyl)amine). The yield is 37.9%. As a reaction SMILES: [Br:1][C:2]1[CH:11]=[C:10]2[C:5]([C:6]([NH:15][CH2:16][CH2:17][CH2:18][CH2:19]O)=[C:7]([N+:12]([O-:14])=[O:13])[CH:8]=[N:9]2)=[CH:4][CH:3]=1.S(Cl)([Cl:23])=O.C(=O)(O)[O-].[Na+]>ClCCl>[Br:1][C:2]1[CH:11]=[C:10]2[C:5]([C:6]([NH:15][CH2:16][CH2:17][CH2:18][CH2:19][Cl:23])=[C:7]([N+:12]([O-:14])=[O:13])[CH:8]=[N:9]2)=[CH:4][CH:3]=1 |f:2.3|. Procedure details: A suspension of 4-(7-bromo-3-nitroquinolin-4-ylamino)butan-1-ol (20.75 g, 61.0 mmol) in dichloromethane (220 mL) was cooled to 0° C.; thionyl chloride (4.90 mL, 67.1 mmol) was added dropwise over a period of ten minutes. The reaction was stirred at 0° C. for five minutes, allowed to warm to ambient temperature, and stirred overnight. Aqueous sodium bicarbonate (500 mL of 50%) was slowly added. The aqueous layer was separated and extracted with dichloromethane (3×100 mL). The combined organic fra... The reactants are ClC1=CC=C(CN2C(=C(C3=CC(=CC=C23)C(C)C)SC2=CC=CC=C2)CC(=O)OCC)C=C1 (ethyl 1-(p-chlorobenzyl)-3-phenylthio-5-(i-propyl)-indole-2-acetate), [Li+].[OH-] (LiOH), Cl (HCl), C(C)(=O)OCC (ethyl acetate). The solvent is O1CCCC1 (tetrahydrofuran), CO (methanol). Yields the product ClC1=CC=C(CN2C(=C(C3=CC(=CC=C23)C(C)C)SC2=CC=CC=C2)CC(=O)O)C=C1 (1-(p-Chlorobenzyl)-3-phenylthio-5-(i-propyl)-indole-2-acetic acid). Reaction SMILES: [Cl:1][C:2]1[CH:33]=[CH:32][C:5]([CH2:6][N:7]2[C:15]3[C:10](=[CH:11][C:12]([CH:16]([CH3:18])[CH3:17])=[CH:13][CH:14]=3)[C:9]([S:19][C:20]3[CH:25]=[CH:24][CH:23]=[CH:22][CH:21]=3)=[C:8]2[CH2:26][C:27]([O:29]CC)=[O:28])=[CH:4][CH:3]=1.[Li+].[OH-].Cl.C(OCC)(=O)C>O1CCCC1.CO>[Cl:1][C:2]1[CH:3]=[CH:4][C:5]([CH2:6][N:7]2[C:15]3[C:10](=[CH:11][C:12]([CH:16]([CH3:18])[CH3:17])=[CH:13][CH:14]=3)[C:9]([S:19][C:20]3[CH:25]=[CH:24][CH:23]=[CH:22][CH:21]=3)=[C:8]2[CH2:26][C:27]([OH:29])=[O:28])=[CH:32][CH:33]=1 |f:1.2|. Procedure: To 100 mg of the ethyl ester from Step 1 in 1.0 mL tetrahydrofuran and 0.5 mL methanol was added 0.5 mL of 2.0 N LiOH at room temperature. After 45 min 1 N HCl and ethyl acetate were added. The organic layer was separated, washed with brine and dried over MgSO4. Filtration and concentration gave the title compound as a white solid which was triturated with hexane and filtered, mp 151°-153°.